This data is from the Open Reaction Database (ORD), a public repository of structured organic reaction records. The task is: describe an organic reaction: reactants, conditions, products, and yield The reactants are BrCC#N (bromoacetonitrile), C([O-])([O-])=O.[K+].[K+] (potassium carbonate), BrC=1C=C(C=CC1O)C1=CC=C(C=C1)CN(C(=O)C1=CN(C2=CC=CC=C12)C)C (N-[(3′-bromo-4′-hydroxy-1,1′-biphenyl-4-yl)methyl]-N,1-dimethyl-1H-indole-3-carboxamide). Run in CN(C)C=O (DMF). Conditions: time 8 hour. Product: BrC=1C=C(C=CC1OCC#N)C1=CC=C(C=C1)CN(C(=O)C1=CN(C2=CC=CC=C12)C)C (N-{[3′-bromo-4′-(cyanomethoxy)-1,1′-biphenyl-4-yl]methyl}-N,1-dimethyl-1H-indole-3-carboxamide). The yield is 68.3%. As a reaction SMILES: [Br:1][C:2]1[CH:3]=[C:4]([C:9]2[CH:14]=[CH:13][C:12]([CH2:15][N:16]([CH3:29])[C:17]([C:19]3[C:27]4[C:22](=[CH:23][CH:24]=[CH:25][CH:26]=4)[N:21]([CH3:28])[CH:20]=3)=[O:18])=[CH:11][CH:10]=2)[CH:5]=[CH:6][C:7]=1[OH:8].Br[CH2:31][C:32]#[N:33].C(=O)([O-])[O-].[K+].[K+]>CN(C=O)C>[Br:1][C:2]1[CH:3]=[C:4]([C:9]2[CH:14]=[CH:13][C:12]([CH2:15][N:16]([CH3:29])[C:17]([C:19]3[C:27]4[C:22](=[CH:23][CH:24]=[CH:25][CH:26]=4)[N:21]([CH3:28])[CH:20]=3)=[O:18])=[CH:11][CH:10]=2)[CH:5]=[CH:6][C:7]=1[O:8][CH2:31][C:32]#[N:33] |f:2.3.4|. Procedure: A mixture of N-[(3′-bromo-4′-hydroxy-1,1′-biphenyl-4-yl)methyl]-N,1-dimethyl-1H-indole-3-carboxamide (4.6 g, 10.2 mmol), prepared in the previous step, bromoacetonitrile (856 μL, 12.3 mmol) and potassium carbonate (7.0 g, 50 mmol) in 75 mL of DMF was stirred under nitrogen at room temperature for 23 h (overnight). The reaction was partitioned between ethyl acetate and water. The organic layer was separated, extracted multiple times with water, dried (MgSO4) and the solvent removed under reduced ...